From a dataset of the Open Reaction Database (ORD), a public repository of structured organic reaction records. describe an organic reaction: reactants, conditions, products, and yield Reactants: C(C)OC(C(C)(C)OC1=CC=C(C=C1)OCCC=1N=C(SC1C)C1=CC=C(C=C1)C1=CC=CC=C1)=O (2-{4-[2-(2-biphenyl-4-yl-5-methyl-thiazol-4-yl)-ethoxy]-phenoxy}-2-methyl-propionic acid ethyl ester), [OH-].[Na+] (NaOH). Solvent: CCO (EtOH). Run at temperature 40 celsius, time 1 hour. Product: C1(=CC=C(C=C1)C=1SC(=C(N1)CCOC1=CC=C(OC(C(=O)O)(C)C)C=C1)C)C1=CC=CC=C1 (2-{4-[2-(2-biphenyl-4-yl-5-methyl-Thiazol-4-yl)-ethoxy]-phenoxy}-2-methyl-propionic acid). Isolated yield 86.6%. Reaction SMILES: C([O:3][C:4](=[O:36])[C:5]([O:8][C:9]1[CH:14]=[CH:13][C:12]([O:15][CH2:16][CH2:17][C:18]2[N:19]=[C:20]([C:24]3[CH:29]=[CH:28][C:27]([C:30]4[CH:35]=[CH:34][CH:33]=[CH:32][CH:31]=4)=[CH:26][CH:25]=3)[S:21][C:22]=2[CH3:23])=[CH:11][CH:10]=1)([CH3:7])[CH3:6])C.[OH-].[Na+]>CCO>[C:27]1([C:30]2[CH:35]=[CH:34][CH:33]=[CH:32][CH:31]=2)[CH:26]=[CH:25][C:24]([C:20]2[S:21][C:22]([CH3:23])=[C:18]([CH2:17][CH2:16][O:15][C:12]3[CH:13]=[CH:14][C:9]([O:8][C:5]([CH3:7])([CH3:6])[C:4]([OH:36])=[O:3])=[CH:10][CH:11]=3)[N:19]=2)=[CH:29][CH:28]=1 |f:1.2|. Procedure: A sample of 2-{4-[2-(2-biphenyl-4-yl-5-methyl-thiazol-4-yl)-ethoxy]-phenoxy}-2-methyl-propionic acid ethyl ester (400 mg, 0.8 mmol) was dissolved in EtOH (15 mL) and 5N NaOH (5 mL) added. The reaction was warmed at 40° C. for 1.5 h and then cooled to room temperature. After removing some of the EtOH, the reaction was acidified with HCl. After stirring in an ice-bath for 1 h, the yellow solid was collected and dried to give 328 mg (87%) acid as a yellow powder, mp 174° C., MS (m/e) 474 (MH); 1H N...